From a dataset of the Open Reaction Database (ORD), a public repository of structured organic reaction records. describe an organic reaction: reactants, conditions, products, and yield Reactants: ClC=1C=CC2=C(N(CCCC2)C(=O)OC(C)(C)C)N1 (1,1-dimethylethyl 2-chloro-5,6,7,8-tetrahydro-9H-pyrido[2,3-b]azepine-9-carboxylate), C([O-])([O-])=O.[K+].[K+] (potassium carbonate), C1CCOC1 (THF). Reagents/catalysts: C(C)(=O)[O-].[Pd+2].C(C)(=O)[O-] (palladium acetate), C1(=CC=CC=C1)P([C-]1C=CC=C1)C1=CC=CC=C1.[C-]1(C=CC=C1)P(C1=CC=CC=C1)C1=CC=CC=C1.[Fe+2] (1,1′-bis(diphenylphosphanyl)ferrocene). Conditions: temperature 20 celsius, time 30 minute. Product: O=CCCC=1C=CC2=C(N(CCCC2)C(=O)OC(C)(C)C)N1 (tert-Butyl 2-(3-oxopropyl)-5,6,7,8-tetrahydropyrido[2,3-b]azepine-9-carboxylate). Reaction SMILES: Cl[C:2]1[CH:3]=[CH:4][C:5]2[CH2:11][CH2:10][CH2:9][CH2:8][N:7]([C:12]([O:14][C:15]([CH3:18])([CH3:17])[CH3:16])=[O:13])[C:6]=2[N:19]=1.C(=O)([O-])[O-].[K+].[K+].[CH2:26]1C[O:29][CH2:28][CH2:27]1>C([O-])(=O)C.[Pd+2].C([O-])(=O)C.C1(P(C2C=CC=CC=2)[C-]2C=CC=C2)C=CC=CC=1.[C-]1(P(C2C=CC=CC=2)C2C=CC=CC=2)C=CC=C1.[Fe+2]>[O:29]=[CH:28][CH2:27][CH2:26][C:2]1[CH:3]=[CH:4][C:5]2[CH2:11][CH2:10][CH2:9][CH2:8][N:7]([C:12]([O:14][C:15]([CH3:18])([CH3:17])[CH3:16])=[O:13])[C:6]=2[N:19]=1 |f:1.2.3,5.6.7,8.9.10|. Procedure: A suspension of 1,1-dimethylethyl 2-chloro-5,6,7,8-tetrahydro-9H-pyrido[2,3-b]azepine-9-carboxylate (3.32 kg), potassium carbonate (3.25 kg), palladium acetate (132 g) and 1,1′-bis(diphenylphosphanyl)ferrocene (dppf) ((326 g) in THF (16.5 L) was degassed and put under an atmosphere of nitrogen. The THF solution of the hydroborated acrolein acetal was then added. The reaction mixture was degassed, purged with nitrogen and then heated at reflux for 26 hours. The reaction mixture was then cooled to... Starting materials: FC1=C(C(=O)Cl)C=C(C=C1)[N+](=O)[O-] (2-Fluoro-5-nitro-benzoyl chloride), C1(=CC=CC=C1)N1CCNCC1 (1-phenyl-piperazine). Yields the product FC1=C(C=C(C=C1)[N+](=O)[O-])C(=O)N1CCN(CC1)C1=CC=CC=C1 ((2-Fluoro-5-nitro-phenyl)-(4-phenyl-piperazin-1-yl)-methanone). As a reaction SMILES: [F:1][C:2]1[CH:10]=[CH:9][C:8]([N+:11]([O-:13])=[O:12])=[CH:7][C:3]=1[C:4](Cl)=[O:5].[C:14]1([N:20]2[CH2:25][CH2:24][NH:23][CH2:22][CH2:21]2)[CH:19]=[CH:18][CH:17]=[CH:16][CH:15]=1>>[F:1][C:2]1[CH:10]=[CH:9][C:8]([N+:11]([O-:13])=[O:12])=[CH:7][C:3]=1[C:4]([N:23]1[CH2:24][CH2:25][N:20]([C:14]2[CH:19]=[CH:18][CH:17]=[CH:16][CH:15]=2)[CH2:21][CH2:22]1)=[O:5]. Procedure: The title compound was prepared according to the procedure described for example 46 from 2-Fluoro-5-nitro-benzoyl chloride and 1-phenyl-piperazine (70%, orange solid, MS (m/e): 330.1 (M+H, 100%) The reactants are CC(=O)O, O=Cc1ccc(C(F)(F)F)cc1, [H][H], [Pt]. Product: Cc1ccc(C(F)(F)F)cc1. RXN SMILES: [CH3:15][C:16](=[O:17])[OH:18].[F:1][C:2]([c:3]1[cH:4][cH:5][c:6]([CH:7]=[O:8])[cH:9][cH:10]1)([F:11])[F:12].[H:13][H:14].[Pt:19]>>[F:1][C:2]([c:3]1[cH:4][cH:5][c:6]([CH3:7])[cH:9][cH:10]1)([F:11])[F:12]. Starting materials: O=C([O-])c1ccccc1, CN(C)C=O, CC1(C)OCC(CCl)O1, [Na+]. Yields the product CC1(C)OCC(COC(=O)c2ccccc2)O1. Reaction SMILES: [C:1]([c:2]1[cH:3][cH:4][cH:5][cH:6][cH:7]1)(=[O:8])[O-:9].[CH3:20][N:21]([CH3:22])[CH:23]=[O:24].[Cl:11][CH2:12][CH:13]1[O:14][C:15]([CH3:18])([CH3:19])[O:16][CH2:17]1.[Na+:10]>>[C:1]([c:2]1[cH:3][cH:4][cH:5][cH:6][cH:7]1)(=[O:8])[O:9][CH2:12][CH:13]1[O:14][C:15]([CH3:18])([CH3:19])[O:16][CH2:17]1. Starting materials: Nc1ccc(Br)c(Cl)c1[N+](=O)[O-], O=C([O-])[O-], CCO, [Na+], [Na+], O. Product: Nc1ccc(Br)c(Cl)c1N. RXN SMILES: [Br:1][c:2]1[c:3]([Cl:12])[c:4]([N+:9]([O-:10])=[O:11])[c:5]([NH2:6])[cH:7][cH:8]1.[C:13](=[O:14])([O-:15])[O-:16].[CH3:19][CH2:20][OH:21].[Na+:17].[Na+:18].[OH2:22]>>[Br:1][c:2]1[c:3]([Cl:12])[c:4]([NH2:9])[c:5]([NH2:6])[cH:7][cH:8]1. Reactants: COC=1C=C2C=C(NC2=CC1)C(=O)O (5-methoxyindole-2-carboxylic acid), C(C)(=O)OC(C)=O (acetic anhydride). Product: C(C)(=O)N1C(=CC2=CC(=CC=C12)OC)C(=O)O (1-acetyl-5-methoxyindole-2-carboxylic acid). As a reaction SMILES: [CH3:1][O:2][C:3]1[CH:4]=[C:5]2[C:9](=[CH:10][CH:11]=1)[NH:8][C:7]([C:12]([OH:14])=[O:13])=[CH:6]2.[C:15](OC(=O)C)(=[O:17])[CH3:16]>>[C:15]([N:8]1[C:9]2[C:5](=[CH:4][C:3]([O:2][CH3:1])=[CH:11][CH:10]=2)[CH:6]=[C:7]1[C:12]([OH:14])=[O:13])(=[O:17])[CH3:16]. Reported procedure: The starting material is prepared as follows: The mixture of 20 g of 5-methoxyindole-2-carboxylic acid (J. Chem. Soc. 1970, 865) and 200 ml of acetic anhydride is refluxed for 2 hours and allowed to cool to room temperature. It is filtered, the filtrate evaporated and the residue is stirred in 300 ml of water. Excess sodium bicarbonate is added, the mixture stirred for 3 hours and then washed with 200 ml of diethyl ether. The aqueous layer is acidified to pH=1 with concentrated hydrochloric acid... Reactants: FC(C1=CC=C(C(=O)C2=C(C=C(N2C)CC(=O)OCC)C)C=C1)(F)F (ethyl 5-(p-trifluoromethylbenzoyl)-1,4-dimethylpyrrole-2-acetate), C(CC)I (n-propyl iodide). Product: C(C)C=1N(C(=C(C1)C)C(C1=CC=C(C=C1)C(F)(F)F)=O)C.C(CC)CC(=O)[O-] (ethyl 5-(p-trifluoromethylbenzoyl)-1,4-dimethylpyrrole 2-(α-n-propyl)-acetate). As a reaction SMILES: [F:1][C:2]([F:25])([F:24])[C:3]1[CH:23]=[CH:22][C:6]([C:7]([C:9]2[N:13]([CH3:14])[C:12]([CH2:15][C:16]([O:18]CC)=[O:17])=[CH:11][C:10]=2[CH3:21])=[O:8])=[CH:5][CH:4]=1.C(I)CC>>[CH2:15]([C:12]1[N:13]([CH3:14])[C:9]([C:7](=[O:8])[C:6]2[CH:22]=[CH:23][C:3]([C:2]([F:24])([F:25])[F:1])=[CH:4][CH:5]=2)=[C:10]([CH3:21])[CH:11]=1)[CH3:16].[CH2:12]([CH2:15][C:16]([O-:18])=[O:17])[CH2:11][CH3:10] |f:2.3|. Procedure: The alkylation procedure of Example 77A is performed upon ethyl 5-(p-trifluoromethylbenzoyl)-1,4-dimethylpyrrole-2-acetate (from Example 89), using an equivalent quantity of n-propyl iodide instead of methyl iodide used in Example 77A to yield ethyl 5-(p-trifluoromethylbenzoyl)-1,4-dimethylpyrrole-2-(α-n-propyl)-acetate. Starting materials: O=C1N(CCC1)CCC1=C(C(=C(C=C1)C(C(CC(=O)O)C)=O)N)C(=O)N (4-(4-(2-(2-oxo-pyrrolidin-1-yl)ethyl)-amino-carbonyl-amino-phenyl)-4-oxo-3-methyl-butyric acid), O.NN (hydrazine hydrate), CN(C=O)C (dimethylformamide). Run in C(C)O (ethanol). Product: O=C1N(CCC1)CCC1=C(C(=C(C=C1)C=1C(CC(NN1)=O)C)N)C(=O)N (6-(4-(2-(2-Oxo-pyrrolidin-1-yl)ethyl)-amino-carbonyl-amino-phenyl)-5-methyl-4,5-dihydro-3(2H)-pyridazinone). RXN SMILES: [O:1]=[C:2]1[CH2:6][CH2:5][CH2:4][N:3]1[CH2:7][CH2:8][C:9]1[CH:14]=[CH:13][C:12]([C:15](=O)[CH:16]([CH3:21])[CH2:17][C:18](O)=[O:19])=[C:11]([NH2:23])[C:10]=1[C:24]([NH2:26])=[O:25].O.[NH2:28][NH2:29].CN(C)C=O>C(O)C>[O:1]=[C:2]1[CH2:6][CH2:5][CH2:4][N:3]1[CH2:7][CH2:8][C:9]1[CH:14]=[CH:13][C:12]([C:15]2[CH:16]([CH3:21])[CH2:17][C:18](=[O:19])[NH:28][N:29]=2)=[C:11]([NH2:23])[C:10]=1[C:24]([NH2:26])=[O:25] |f:1.2|. Reported procedure: 7.2 g (0.02 mole) of 4-(4-(2-(2-oxo-pyrrolidin-1-yl)ethyl)-amino-carbonyl-amino-phenyl)-4-oxo-3-methyl-butyric acid and 1 ml (0.02 mole) of hydrazine hydrate are heated under reflux in 80 ml of ethanol and 10 ml of dimethylformamide for 2 hours. The crude product (6.3 g) which precipitates out on cooling is filtered off with suction and recrystallised from 90% strength ethanol.